From a dataset of the Open Reaction Database (ORD), a public repository of structured organic reaction records. describe an organic reaction: reactants, conditions, products, and yield Starting materials: Cl.NO (hydroxylamine hydrochloride), O/C=C(/C=O)\C1=NC(=NC=C1)SC ((E)-3-hydroxy-2-(2-(methylthio)pyrimidin-4-yl)acrylaldehyde), C(=O)(O)[O-].[Na+] (NaHCO3). Run in O (water). Conditions: temperature 60 celsius, time 2 hour. Yields the product O1N=CC(=C1)C1=NC(=NC=C1)SC (4-(isoxazol-4-yl)-2-(methylthio)pyrimidine). The yield is 81.2%. As a reaction SMILES: Cl.[NH2:2]O.[OH:4]/[CH:5]=[C:6](\[C:9]1[CH:14]=[CH:13][N:12]=[C:11]([S:15][CH3:16])[N:10]=1)/[CH:7]=O.C([O-])(O)=O.[Na+]>O>[O:4]1[CH:5]=[C:6]([C:9]2[CH:14]=[CH:13][N:12]=[C:11]([S:15][CH3:16])[N:10]=2)[CH:7]=[N:2]1 |f:0.1,3.4|. Reported procedure: To a solution of hydroxylamine hydrochloride (60.0 g, 0.86 mol) in water (2 L) was added (E)-3-hydroxy-2-(2-(methylthio)pyrimidin-4-yl)acrylaldehyde (3) (342 g, 0.714 mol) in portions. After the addition, the mixture was heated at 60° C. and stirred for 2 h. The reaction mixture was allowed to cool to room temperature and the solution was adjusted to pH about 4 by addition of 10% aq. NaHCO3. The resulting precipitate was filtered, washed with water (200 mL×2) and dried in vacuum to give 4-(isoxa...